From a dataset of the Open Reaction Database (ORD), a public repository of structured organic reaction records. describe an organic reaction: reactants, conditions, products, and yield The reactants are CCN(C)C=O, ClCCl, Cc1cc(Oc2ccc(Cl)c(C(F)(F)F)c2)ncc1N, [Na+], [OH-]. Product: CCN(C)C=Nc1cnc(Oc2ccc(Cl)c(C(F)(F)F)c2)cc1C. Reaction SMILES: [CH2:1]([CH3:2])[N:3]([CH:4]=[O:5])[CH3:6].[Cl:29][CH2:30][Cl:31].[Cl:7][c:8]1[c:9]([C:23]([F:24])([F:25])[F:26])[cH:10][c:11]([O:12][c:13]2[cH:14][c:15]([CH3:20])[c:16]([NH2:19])[cH:17][n:18]2)[cH:21][cH:22]1.[Na+:28].[OH-:27]>>[CH2:1]([CH3:2])[N:3]([CH:4]=[N:19][c:16]1[c:15]([CH3:20])[cH:14][c:13]([O:12][c:11]2[cH:10][c:9]([C:23]([F:24])([F:25])[F:26])[c:8]([Cl:7])[cH:22][cH:21]2)[n:18][cH:17]1)[CH3:6].